From a dataset of the Open Reaction Database (ORD), a public repository of structured organic reaction records. describe an organic reaction: reactants, conditions, products, and yield Product: OC=1C=C(C=CC1)CCC1=C(C(=CC=C1CCNCCCCCCNCCC1=CC=CC=C1)O)O (3-[2-[3-Hydroxyphenyl]ethyl]-4-[2-[6-[2-phenylethylamino]hexylamino]ethyl]-1,2-benzenediol). Solvent: Br (hydrobromic acid). Reported procedure: A solution of the diamine Intermediate 10 (a) (1.4 g) in 48% aqueous hydrobromic acid (20 ml) containing hypophosphorous acid (0.1 ml) was heated at reflux temperature for 3 hours under an atmosphere of nitrogen. The solution was evaporated to dryness and the residue treated with ethyl acetate. The dihydrobromide salt of the title compound (1.3 g) was filtered off as a beige solid and dried at 80° under vacuum, mp 167°-170°. Reaction SMILES: N[C:2]1[CH:7]=[CH:6][C:5]([CH2:8][CH2:9][NH:10][C:11](=O)[CH2:12][CH2:13][CH2:14][CH2:15][C:16]([NH:18][CH2:19][CH2:20][C:21]2[CH:26]=[CH:25][C:24]([O:27]C)=[C:23]([O:29]C)[C:22]=2[CH2:31][CH2:32][C:33]2[CH:38]=[CH:37][CH:36]=[C:35]([O:39]C)[CH:34]=2)=O)=[CH:4][CH:3]=1.[PH2](O)=O>Br>[OH:39][C:35]1[CH:34]=[C:33]([CH2:32][CH2:31][C:22]2[C:21]([CH2:20][CH2:19][NH:18][CH2:16][CH2:15][CH2:14][CH2:13][CH2:12][CH2:11][NH:10][CH2:9][CH2:8][C:5]3[CH:4]=[CH:3][CH:2]=[CH:7][CH:6]=3)=[CH:26][CH:25]=[C:24]([OH:27])[C:23]=2[OH:29])[CH:38]=[CH:37][CH:36]=1. Starting materials: diamine, NC1=CC=C(C=C1)CCNC(CCCCC(=O)NCCC1=C(C(=C(C=C1)OC)OC)CCC1=CC(=CC=C1)OC)=O (N-[2-[4-Aminophenyl]ethyl]-N'-[2-[3,4-dimethoxy-2-[2-[3-methoxyphenyl]ethyl]phenyl]ethyl]hexane-1,6-diamide), [PH2](=O)O (hypophosphorous acid). Reactants: NC1C(NC2=C(C(=N1)C1=CC=CC=C1)C=CC=C2)=O (3(RS)-amino-1,3-dihydro-5-phenyl-2H-1,4-benzodiazepin-2-one), C1=C(C=CC2=CC=CC=C12)C(=O)Cl (2-naphthoyl chloride). Yields the product C1=C(C=CC2=CC=CC=C12)C(=O)NC1C(NC2=C(C(=N1)C1=CC=CC=C1)C=CC=C2)=O (1,3-Dihydro-3(RS)-(2-naphthoylamino)-5-phenyl-2H-1,4-benzodiazepin-2-one). RXN SMILES: [NH2:1][CH:2]1[N:8]=[C:7]([C:9]2[CH:14]=[CH:13][CH:12]=[CH:11][CH:10]=2)[C:6]2[CH:15]=[CH:16][CH:17]=[CH:18][C:5]=2[NH:4][C:3]1=[O:19].[CH:20]1[C:29]2[C:24](=[CH:25][CH:26]=[CH:27][CH:28]=2)[CH:23]=[CH:22][C:21]=1[C:30](Cl)=[O:31]>>[CH:20]1[C:29]2[C:24](=[CH:25][CH:26]=[CH:27][CH:28]=2)[CH:23]=[CH:22][C:21]=1[C:30]([NH:1][CH:2]1[N:8]=[C:7]([C:9]2[CH:14]=[CH:13][CH:12]=[CH:11][CH:10]=2)[C:6]2[CH:15]=[CH:16][CH:17]=[CH:18][C:5]=2[NH:4][C:3]1=[O:19])=[O:31]. Procedure details: The procedure of Example 134 was carried out using 3(RS)-amino-1,3-dihydro-5-phenyl-2H-1,4-benzodiazepin-2-one (39.2 mg, 0.156 mmole) in place of 1,3-dihydro-3(RS)-amino-5-(2-fluorophenyl)-2H-1,4-benzodiazepin-2-one and 2-naphthoyl chloride (29.7 mg, 0.156 mmole) in place of p-trifluoromethylbenzoyl chloride. The product was chromatographed on silica gel (15% (v/v) Et2O in CH2Cl2 elution). The combined product fractions were evaporated to dryness in vacuo and crystallized from CH2Cl2 /EtOAc to g... As a reaction SMILES: [C:1]([CH3:2])([CH3:3])([CH3:4])[O:5][CH:6]1[CH2:7][CH:8]([CH2:24][O:25][CH2:26][CH:27]=[CH:28][c:29]2[cH:30][cH:31][cH:32][cH:33][cH:34]2)[N:9]([S:11](=[O:12])(=[O:13])[c:14]2[cH:15][c:16]3[cH:17][cH:18][cH:19][cH:20][c:21]3[cH:22][cH:23]2)[CH2:10]1.[CH2:41]([OH:42])[CH3:43].[O:35]1[CH2:36][CH2:37][O:38][CH2:39][CH2:40]1>>[C:1]([CH3:2])([CH3:3])([CH3:4])[O:5][CH:6]1[CH2:7][CH:8]([CH2:24][O:25][CH2:26][CH2:27][CH2:28][c:29]2[cH:30][cH:31][cH:32][cH:33][cH:34]2)[N:9]([S:11](=[O:12])(=[O:13])[c:14]2[cH:15][c:16]3[cH:17][cH:18][cH:19][cH:20][c:21]3[cH:22][cH:23]2)[CH2:10]1. Starting materials: CC(C)(C)OC1CC(COCC=Cc2ccccc2)N(S(=O)(=O)c2ccc3ccccc3c2)C1, CCO, C1COCCO1. Yields the product CC(C)(C)OC1CC(COCCCc2ccccc2)N(S(=O)(=O)c2ccc3ccccc3c2)C1. Starting materials: [BH3-]C#N, COc1cccc(C2=C(CC(C)=O)C(=O)NCCC2)c1, C1CCNCC1, CO, Cl, [Na+]. Product: COc1cccc(C2=C(CC(C)N3CCCCC3)C(=O)NCCC2)c1. As a reaction SMILES: [C:27]([BH3-:28])#[N:29].[CH2:1]([C:2](=[O:3])[CH3:4])[C:5]1=[C:11]([c:12]2[cH:13][c:14]([O:18][CH3:19])[cH:15][cH:16][cH:17]2)[CH2:10][CH2:9][CH2:8][NH:7][C:6]1=[O:20].[CH2:21]1[CH2:22][CH2:23][NH:24][CH2:25][CH2:26]1.[CH3:32][OH:33].[ClH:31].[Na+:30]>>[CH2:1]([CH:2]([CH3:4])[N:24]1[CH2:23][CH2:22][CH2:21][CH2:26][CH2:25]1)[C:5]1=[C:11]([c:12]2[cH:13][c:14]([O:18][CH3:19])[cH:15][cH:16][cH:17]2)[CH2:10][CH2:9][CH2:8][NH:7][C:6]1=[O:20].